From a dataset of the Open Reaction Database (ORD), a public repository of structured organic reaction records. describe an organic reaction: reactants, conditions, products, and yield The reactants are O1C=NC=C1C1=CC=C(C=C1)NC=1N=C(C2=C(N1)CCN(C2)C(=O)OC(C)(C)C)NCC2CCOCC2 (tert-Butyl 2-(4-(oxazol-5-yl)phenylamino)-4-((tetrahydro-2H-pyran-4-yl)methylamino)-7,8-dihydropyrido[4,3-d]pyrimidine-6(5H)-carboxylate), Cl (Hydrochloric acid). Run in CO (methanol). Run at temperature 80 celsius, time 30 minute. Product: O1C=NC=C1C1=CC=C(C=C1)NC=1N=C(C2=C(N1)CCNC2)NCC2CCOCC2 (N2-(4-(Oxazol-5-yl)phenyl)-N4-((tetrahydro-2H-pyran-4-yl)methyl)-5,6,7,8-tetrahydropyrido[4,3-d]pyrimidine-2,4-diamine). As a reaction SMILES: [O:1]1[C:5]([C:6]2[CH:11]=[CH:10][C:9]([NH:12][C:13]3[N:14]=[C:15]([NH:30][CH2:31][CH:32]4[CH2:37][CH2:36][O:35][CH2:34][CH2:33]4)[C:16]4[CH2:22][N:21](C(OC(C)(C)C)=O)[CH2:20][CH2:19][C:17]=4[N:18]=3)=[CH:8][CH:7]=2)=[CH:4][N:3]=[CH:2]1.Cl>CO>[O:1]1[C:5]([C:6]2[CH:7]=[CH:8][C:9]([NH:12][C:13]3[N:14]=[C:15]([NH:30][CH2:31][CH:32]4[CH2:33][CH2:34][O:35][CH2:36][CH2:37]4)[C:16]4[CH2:22][NH:21][CH2:20][CH2:19][C:17]=4[N:18]=3)=[CH:10][CH:11]=2)=[CH:4][N:3]=[CH:2]1. Reported procedure: tert-Butyl 2-(4-(oxazol-5-yl)phenylamino)-4-((tetrahydro-2H-pyran-4-yl)methylamino)-7,8-dihydropyrido[4,3-d]pyrimidine-6(5H)-carboxylate (330 mg, 0.65 mmol) was dissolved in methanol (3 mL). Hydrochloric acid (0.020 mL, 0.65 mmol) was added and the reaction mixture was stirred at 80° C. for 30 minutes. The solvent was evaporated and the crude was used as such in the subsequent step. MS (ES+) m/z 407.2 (M+H)+ Reactants: CCOC(C)OCC#CCC(C)OC(C)=O, CCO, [H][H]. Yields the product CCOC(C)OCCCCC(C)OC(C)=O. Reaction SMILES: [C:1]([CH3:2])(=[O:3])[O:4][CH:5]([CH2:6][C:7]#[C:8][CH2:9][O:10][CH:11]([CH3:12])[O:13][CH2:14][CH3:15])[CH3:16].[CH3:19][CH2:20][OH:21].[H:17][H:18]>>[C:1]([CH3:2])(=[O:3])[O:4][CH:5]([CH2:6][CH2:7][CH2:8][CH2:9][O:10][CH:11]([CH3:12])[O:13][CH2:14][CH3:15])[CH3:16]. The reactants are ClC=1N=C(N(C1CC(=O)O)CC1=CC(=C(C=C1)OC)C)C1=CC=CC=C1 (4-Chloro-1-(4-methoxy-3-methylbenzyl)-2-phenylimidazole-5-acetic acid), C[Si](C)(C)I (trimethylsilyl iodide). Solvent: C(C)#N (acetonitrile). Reaction conditions: temperature 90 celsius, time 48 hour. The product is ClC=1N=C(N(C1CC(=O)O)CC1=CC(=C(C=C1)O)C)C1=CC=CC=C1 (4-chloro-1-(4-hydroxy-3-methylbenzyl)-2-phenylimidazole-5-acetic acid). Isolated yield 57.2%. Reaction SMILES: [Cl:1][C:2]1[N:3]=[C:4]([C:21]2[CH:26]=[CH:25][CH:24]=[CH:23][CH:22]=2)[N:5]([CH2:11][C:12]2[CH:17]=[CH:16][C:15]([O:18]C)=[C:14]([CH3:20])[CH:13]=2)[C:6]=1[CH2:7][C:8]([OH:10])=[O:9].C[Si](I)(C)C>C(#N)C>[Cl:1][C:2]1[N:3]=[C:4]([C:21]2[CH:26]=[CH:25][CH:24]=[CH:23][CH:22]=2)[N:5]([CH2:11][C:12]2[CH:17]=[CH:16][C:15]([OH:18])=[C:14]([CH3:20])[CH:13]=2)[C:6]=1[CH2:7][C:8]([OH:10])=[O:9]. Procedure: 4-Chloro-1-(4-methoxy-3-methylbenzyl)-2-phenylimidazole-5-acetic acid (2 g) was suspended in 150 ml of acetonitrile, and 4 ml of trimethylsilyl iodide was added. The mixture was stirred in an argon stream at 90° C. for 48 hours. The reaction mixture was concentrated to dryness and the residue was shaken with 100 ml each of chloroform and water. The chloroform layer was washed with water and dried under reduced pressure. The residue was purified by column chromatography using 100 g of silica gel ... Starting materials: COC(=O)c1ccc(O)c(NS(=O)(=O)c2cc(Cl)ccc2OC)c1, COC(OC)c1ccccc1, CCCCCCC, O, Cc1ccc(S(=O)(=O)O)cc1. Product: COC(=O)c1ccc2c(c1)N(S(=O)(=O)c1cc(Cl)ccc1OC)C(c1ccccc1)O2. As a reaction SMILES: [CH3:1][O:2][C:3]([c:4]1[cH:5][c:6]([NH:11][S:12](=[O:13])(=[O:14])[c:15]2[c:16]([O:22][CH3:23])[cH:17][cH:18][c:19]([Cl:21])[cH:20]2)[c:7]([OH:10])[cH:8][cH:9]1)=[O:24].[CH3:25][O:26][CH:27]([c:28]1[cH:29][cH:30][cH:31][cH:32][cH:33]1)[O:34][CH3:35].[CH3:48][CH2:49][CH2:50][CH2:51][CH2:52][CH2:53][CH3:54].[OH2:36].[c:37]1([CH3:38])[cH:39][cH:40][c:41]([S:42]([OH:43])(=[O:44])=[O:45])[cH:46][cH:47]1>>[CH3:1][O:2][C:3]([c:4]1[cH:5][c:6]2[c:7]([cH:8][cH:9]1)[O:10][CH:27]([c:28]1[cH:29][cH:30][cH:31][cH:32][cH:33]1)[N:11]2[S:12](=[O:13])(=[O:14])[c:15]1[c:16]([O:22][CH3:23])[cH:17][cH:18][c:19]([Cl:21])[cH:20]1)=[O:24]. Reactants: C(CCC)C1=NOC(=C1COC1=NC=C(C(=O)O)C=C1)C (6-(3-butyl-5-methyl-isoxazol-4-ylmethoxy)-nicotinic acid), CN1N=C(C=C1)N (1-methyl-1H-pyrazol-3-ylamine). Product: C(CCC)C1=NOC(=C1COC1=NC=C(C(=O)NC2=NN(C=C2)C)C=C1)C (6-((3-Butyl-5-methyl-isoxazol-4-yl)methoxy)-N-(1-methyl-1H-pyrazol-3-yl)-nicotinamide). Isolated yield 55.0%. Reaction SMILES: [CH2:1]([C:5]1[C:9]([CH2:10][O:11][C:12]2[CH:20]=[CH:19][C:15]([C:16]([OH:18])=O)=[CH:14][N:13]=2)=[C:8]([CH3:21])[O:7][N:6]=1)[CH2:2][CH2:3][CH3:4].[CH3:22][N:23]1[CH:27]=[CH:26][C:25]([NH2:28])=[N:24]1>>[CH2:1]([C:5]1[C:9]([CH2:10][O:11][C:12]2[CH:20]=[CH:19][C:15]([C:16]([NH:28][C:25]3[CH:26]=[CH:27][N:23]([CH3:22])[N:24]=3)=[O:18])=[CH:14][N:13]=2)=[C:8]([CH3:21])[O:7][N:6]=1)[CH2:2][CH2:3][CH3:4]. Procedure: As described for example 19b, 6-(3-butyl-5-methyl-isoxazol-4-ylmethoxy)-nicotinic acid (100 mg, 0.34 mmol) was converted, using 1-methyl-1H-pyrazol-3-ylamine instead of L-2,2,2-trifluoro-1-(methyl)ethylamine, to the title compound (70 mg, 55%) which was obtained as a yellow oil after purification by chromatography (silica, heptane:ethyl acetate 9:1 to 1:1). MS: m/e=370.2 [M+H]+. Starting materials: CN1CCCNCC1, Cc1ccccc1, CCc1cc(Cl)cc2nc(S)oc12. Yields the product CCc1cc(Cl)cc2nc(N3CCCN(C)CC3)oc12. RXN SMILES: [CH3:14][N:15]1[CH2:16][CH2:17][NH:18][CH2:19][CH2:20][CH2:21]1.[CH3:22][c:23]1[cH:24][cH:25][cH:26][cH:27][cH:28]1.[Cl:1][c:2]1[cH:3][c:4]([CH2:12][CH3:13])[c:5]2[c:6]([n:7][c:8]([SH:10])[o:9]2)[cH:11]1>>[Cl:1][c:2]1[cH:3][c:4]([CH2:12][CH3:13])[c:5]2[c:6]([n:7][c:8]([N:18]3[CH2:17][CH2:16][N:15]([CH3:14])[CH2:21][CH2:20][CH2:19]3)[o:9]2)[cH:11]1. Starting materials: C(C(=O)O)(=O)O (oxalic acid), ClCCCCCOC1=C2C=CNC2=CC=C1 (1-chloro-5-(4-indolyloxy)pentane), C1=C(C=CC2=CC=CC=C12)C1CCNCC1 (4-(2-naphthyl)piperidine), C([O-])([O-])=O.[K+].[K+] (potassium carbonate). The solvent is C(C)(=O)OCC (ethyl acetate), C(C)#N (acetonitrile), C(C)(=O)OCC (ethyl acetate). The product is C(C(=O)O)(=O)O.N1C=CC2=C(C=CC=C12)OCCCCCN1CCC(CC1)C1=CC2=CC=CC=C2C=C1 (1-(4-indolyloxy)-5-(4-(2-naphthyl)-piperidin-1-yl)pentane ethanedioate). RXN SMILES: Cl[CH2:2][CH2:3][CH2:4][CH2:5][CH2:6][O:7][C:8]1[CH:16]=[CH:15][CH:14]=[C:13]2[C:9]=1[CH:10]=[CH:11][NH:12]2.[CH:17]1[C:26]2[C:21](=[CH:22][CH:23]=[CH:24][CH:25]=2)[CH:20]=[CH:19][C:18]=1[CH:27]1[CH2:32][CH2:31][NH:30][CH2:29][CH2:28]1.C(=O)([O-])[O-].[K+].[K+].[C:39]([OH:44])(=[O:43])[C:40]([OH:42])=[O:41]>C(#N)C.C(OCC)(=O)C>[C:39]([OH:44])(=[O:43])[C:40]([OH:42])=[O:41].[NH:12]1[C:13]2[C:9](=[C:8]([O:7][CH2:6][CH2:5][CH2:4][CH2:3][CH2:2][N:30]3[CH2:31][CH2:32][CH:27]([C:18]4[CH:19]=[CH:20][C:21]5[C:26](=[CH:25][CH:24]=[CH:23][CH:22]=5)[CH:17]=4)[CH2:28][CH2:29]3)[CH:16]=[CH:15][CH:14]=2)[CH:10]=[CH:11]1 |f:2.3.4,8.9|. Procedure details: A solution of 1-chloro-5-(4-indolyloxy)pentane, 4-(2-naphthyl)piperidine and 3 equivalents of potassium carbonate in acetonitrile was heated at reflux for 12 h. The mixture was cooled, diluted with ethyl acetate, and the organic layer was separated and washed with brine. The crude residue was purified by silica gel chromatography (dichloromethane/5% methanol in dichloromethane gradient eluent). The resulting free base was dissolved in ethyl acetate and precipitated with one equivalent of oxalic ... The reactants are P(Cl)(Cl)(Cl)(Cl)Cl (phosphorous pentachloride), C1(=CC=CC=C1O)C (cresol), COC1=CC=C(COC(=O)C2=C(CS[C@H]3N2C(C3NC(CC3=CC=CC=C3)=O)=O)C=CC)C=C1 (7-phenylacetamido-3-[propen-1-yl]-3-cephem-4-carboxylic acid p-methoxybenzyl ester), C(C(C)O)O (1,2-propanediol). Solvent: N1=CC=CC=C1 (pyridine), C(Cl)Cl (methylenechloride), O (water). Conditions: temperature -10 celsius, time 30 minute. Product: NC1[C@@H]2N(C(=C(CS2)C=CC)C(=O)O)C1=O (7-amino-3-[propen-1-yl]-3-cephem-4-carboxylic acid). Isolated yield 80.0%. Reaction SMILES: P(Cl)(Cl)(Cl)(Cl)Cl.COC1C=CC(C[O:14][C:15]([C:17]2[N:22]3[C:23](=[O:35])[CH:24]([NH:25]C(=O)CC4C=CC=CC=4)[C@H:21]3[S:20][CH2:19][C:18]=2[CH:36]=[CH:37][CH3:38])=[O:16])=CC=1.C(O)C(O)C.C1(C)C(O)=CC=CC=1>O.N1C=CC=CC=1.C(Cl)Cl>[NH2:25][CH:24]1[C:23](=[O:35])[N:22]2[C:17]([C:15]([OH:16])=[O:14])=[C:18]([CH:36]=[CH:37][CH3:38])[CH2:19][S:20][C@H:21]12. Procedure details: 22.8 g of phosphorous pentachloride, 150 ml of methylenechloride, and 8.88 ml of pyridine were added to a 20° C. reactor and stirred for 30 minutes. 30 g (62.6 mmol) of the 7-phenylacetamido-3-[propen-1-yl]-3-cephem-4-carboxylic acid p-methoxybenzyl ester prepared in Example 1 was dropwise added thereto, stirred for 2 hours, and cooled to −10° C. The reaction mixture was stirred for 2 hours after addition of 30 ml of 1,2-propanediol and then for 2 hours after addition of 120 ml of cresol. 200 ml... The reactants are CN(C)C=O, O=C(O)c1cnc(Cl)c(Cl)c1, O=S(Cl)Cl. Product: O=C(Cl)c1cnc(Cl)c(Cl)c1. As a reaction SMILES: [CH3:12][N:13]([CH3:14])[CH:15]=[O:16].[Cl:1][c:2]1[c:3]([Cl:11])[n:4][cH:5][c:6]([C:7](=[O:8])[OH:9])[cH:10]1.[S:17]([Cl:18])([Cl:19])=[O:20]>>[Cl:1][c:2]1[c:3]([Cl:11])[n:4][cH:5][c:6]([C:7](=[O:8])[Cl:19])[cH:10]1.